Dataset: the Open Reaction Database (ORD), a public repository of structured organic reaction records. Task: describe an organic reaction: reactants, conditions, products, and yield The reactants are CC1(C)OCc2ccc(Br)cc21, C1CCOC1, Cn1nc(-c2ccccc2)nc1C=O, [Li]CCCC. Yields the product Cn1nc(-c2ccccc2)nc1C(O)c1ccc2c(c1)C(C)(C)OC2. As a reaction SMILES: [Br:6][c:7]1[cH:8][cH:9][c:10]2[c:14]([cH:15]1)[C:13]([CH3:16])([CH3:17])[O:12][CH2:11]2.[CH2:32]1[O:33][CH2:34][CH2:35][CH2:36]1.[CH3:18][n:19]1[n:20][c:21](-[c:26]2[cH:27][cH:28][cH:29][cH:30][cH:31]2)[n:22][c:23]1[CH:24]=[O:25].[CH3:1][CH2:2][CH2:3][CH2:4][Li:5]>>[c:7]1([CH:24]([c:23]2[n:19]([CH3:18])[n:20][c:21](-[c:26]3[cH:27][cH:28][cH:29][cH:30][cH:31]3)[n:22]2)[OH:25])[cH:8][cH:9][c:10]2[c:14]([cH:15]1)[C:13]([CH3:16])([CH3:17])[O:12][CH2:11]2. Reactants: CNC(=O)NC (1,3-dimethylurea), C(CC)NCCC (dipropylamine). Run in C1(=CC=CC=C1)C(C)C (cumene). Reaction conditions: temperature 137 celsius. Product: C(CC)N(C(=O)NC)CCC (1,1-dipropyl-3-methylurea). The yield is 104.9%. As a reaction SMILES: [CH3:1][NH:2][C:3](NC)=[O:4].[CH2:7]([NH:10][CH2:11][CH2:12][CH3:13])[CH2:8][CH3:9]>C1(C(C)C)C=CC=CC=1>[CH2:7]([N:10]([CH2:11][CH2:12][CH3:13])[C:3]([NH:2][CH3:1])=[O:4])[CH2:8][CH3:9]. Reported procedure: To a 250 ml, 3-neck flask, with an agitator and condenser were added 22.0 g (0.25 mol) of 1,3-dimethylurea, 25.3 g (0.25 mol) of dipropylamine and 100 ml of cumene. The solution was heated at reflux (about 137° C.) for about 12 hours, cooled to 100° C., and the solvent was removed using vacuum distillation to provide a residue. The residue was dried in a vacuum oven at 60° C. to provide 41.5 g of 1,1-dipropyl-3-methylurea. Starting materials: S(=O)(=O)(O)[O-].[K+] (potassium hydrogen sulfate), ClC=1C=C(C=CC1C#N)N[C@@H](CC1=CC=C(C=C1)C#N)C(=O)O (N-(3-chloro-4-cyanophenyl)-4-cyanophenylalanine), CC1(OC(=O)CC(=O)O1)C (Meldrum's acid), N,N′-carbonyldiimidazole. The reagents and catalysts are CN(C)C1=CC=NC=C1 (4-(N,N-dimethylamino)pyridine). Run in O1CCCC1 (tetrahydrofuran). Conditions: time 8 hour. The product is ClC1=C(C#N)C=CC(=C1)N1C(C(=CC1=O)O)CC1=CC=C(C=C1)C#N (2-chloro-4-[2-(4-cyanobenzyl)-3-hydroxy-5-oxo-2,5-dihydro-1H-pyrrol-1-yl]benzonitrile). Yield: 34.3%. As a reaction SMILES: [Cl:1][C:2]1[CH:3]=[C:4]([NH:10][C@H:11]([C:21]([OH:23])=O)[CH2:12][C:13]2[CH:18]=[CH:17][C:16]([C:19]#[N:20])=[CH:15][CH:14]=2)[CH:5]=[CH:6][C:7]=1[C:8]#[N:9].[CH3:24][C:25]1(C)OC(=O)CC(=O)[O:26]1.S([O-])(O)(=O)=O.[K+]>CN(C1C=CN=CC=1)C.O1CCCC1>[Cl:1][C:2]1[CH:3]=[C:4]([N:10]2[C:25](=[O:26])[CH:24]=[C:21]([OH:23])[CH:11]2[CH2:12][C:13]2[CH:14]=[CH:15][C:16]([C:19]#[N:20])=[CH:17][CH:18]=2)[CH:5]=[CH:6][C:7]=1[C:8]#[N:9] |f:2.3|. Procedure: To a solution of N-(3-chloro-4-cyanophenyl)-4-cyanophenylalanine (1.57 g), Meldrum's acid (0.76 g) and 4-(N,N-dimethylamino)pyridine (0.88 g) in tetrahydrofuran (70 mL) was added N,N′-carbonyldiimidazole (0.94 g) at 0° C., and the mixture was stirred at room temperature overnight. A 5% aqueous potassium hydrogen sulfate solution was added to the reaction mixture, and the mixture was extracted with ethyl acetate. The organic layer was washed with 5% aqueous potassium hydrogen sulfate solution and... Reactants: FC1=CC=C(C=C1)C1=C(C=CC=C1)N (4′-fluoro-biphenyl-2-ylamine), N1=CC=CC=C1 (pyridine), C(C)(=O)OC(C)=O (acetic anhydride), IC1=C(N)C=CC=C1 (2-iodoaniline), FC1=CC=C(C=C1)B(O)O (4-fluorophenylboronic acid), [OH-].[Na+] (sodium hydroxide). Reagents/catalysts: CN(C)C1=CC=NC=C1 (4-(N,N-dimethylamino)pyridine). Solvent: ClCCl (dichloromethane), O1CCCC1 (tetrahydrofuran), ClCCl (dichloromethane). The product is FC1=CC=C(C=C1)C1=C(C=CC=C1)NC(C)=O (N-(4′-Fluorobiphenyl-2-yl)acetamide). Reaction SMILES: IC1C=CC=CC=1N.FC1C=CC(B(O)O)=CC=1.[OH-].[Na+].[F:21][C:22]1[CH:27]=[CH:26][C:25]([C:28]2[CH:33]=[CH:32][CH:31]=[CH:30][C:29]=2[NH2:34])=[CH:24][CH:23]=1.N1C=CC=CC=1.[C:41](OC(=O)C)(=[O:43])[CH3:42]>O1CCCC1.ClCCl.CN(C1C=CN=CC=1)C>[F:21][C:22]1[CH:23]=[CH:24][C:25]([C:28]2[CH:33]=[CH:32][CH:31]=[CH:30][C:29]=2[NH:34][C:41](=[O:43])[CH3:42])=[CH:26][CH:27]=1 |f:2.3|. Procedure: A stirred solution of 2-iodoaniline (32.6 g, 149 mmol) and 4-fluorophenylboronic acid (20.8 g, 149 mmol) in tetrahydrofuran (1.5 L) was treated under nitrogen with [1,1 ′-bis(diphenylphosphino)ferrocene]dichloropalladium (II) complex with dichloromethane (2.20 g, 2.69 mmol) and a 5 N sodium hydroxide solution (60 mL). The reaction mixture was heated at reflux for twelve hours, cooled to room temperature, and the solvent removed in vacuo. The residue was dissolved in ethyl acetate (250 mL) and ex... The reactants are CS(=O)(=O)OCC1CCN(CC1)C(=O)OC(C)(C)C (tert-butyl 4-(((methylsulfonyl)oxy)methyl)piperidine-1-carboxylate), C1(=CC=CC=C1)O (phenol), C(=O)([O-])[O-].[K+].[K+] (K2CO3), CN(C)C=O (DMF). Run at time 18 hour. Yields the product COC(=O)C=1C=C(OCC2CCN(CC2)C(=O)OC(C)(C)C)C=CC1 (tert-butyl 4-((3-(methoxycarbonyl)phenoxy)methyl)piperidine-1-carboxylate). RXN SMILES: CS([O:5][CH2:6][CH:7]1[CH2:12][CH2:11][N:10]([C:13]([O:15][C:16]([CH3:19])([CH3:18])[CH3:17])=[O:14])[CH2:9][CH2:8]1)(=O)=O.[C:20]1(O)[CH:25]=[CH:24][CH:23]=[CH:22][CH:21]=1.[C:27]([O-:30])([O-])=[O:28].[K+].[K+].[CH3:33]N(C=O)C>>[CH3:33][O:30][C:27]([C:20]1[CH:21]=[C:22]([CH:23]=[CH:24][CH:25]=1)[O:5][CH2:6][CH:7]1[CH2:12][CH2:11][N:10]([C:13]([O:15][C:16]([CH3:19])([CH3:18])[CH3:17])=[O:14])[CH2:9][CH2:8]1)=[O:28] |f:2.3.4|. Reported procedure: A mixture of tert-butyl 4-(((methylsulfonyl)oxy)methyl)piperidine-1-carboxylate (1.91 g, 6.51 mmol), phenol (11) (1.25 g, 8.22 mmol), K2CO3 (1.11 g, 8.03 mmol) in anhydrous DMF (10 mL) was stirred under inert atmosphere at +80° C. for 18 hrs. The reaction mixture was partitioned between aqueous 25% NH4Cl and EtOAc. Aqueous layer was extracted with EtOAc and combined organic layers were washed with brine, dried over anhydrous MgSO4, and concentrated under reduced pressure to give tert-butyl 4-((3... The reactants are C(\C=C\C(=O)O)(=O)O (fumaric acid), N[C@@H](CC(=O)[O-])C(=O)[O-].[NH4+].[NH4+] (ammonium aspartate). Yields the product N[C@@H](CC(=O)O)C(=O)O (L-aspartic acid), N[C@@H](CC(=O)[O-])C(=O)[O-].[NH4+].[NH4+] (ammonium aspartate). Reaction SMILES: C(O)(=O)/C=C/C(O)=O.[NH2:9][C@H:10]([C:15]([O-:17])=[O:16])[CH2:11][C:12]([O-:14])=[O:13].[NH4+:18].[NH4+]>>[NH2:9][C@H:10]([C:15]([OH:17])=[O:16])[CH2:11][C:12]([OH:14])=[O:13].[NH2:9][C@H:10]([C:15]([O-:17])=[O:16])[CH2:11][C:12]([O-:14])=[O:13].[NH4+:18].[NH4+:9] |f:1.2.3,5.6.7|. Procedure details: For the three stages, the molar ratio β of fumaric acid to ammonium aspartate, present at the beginning of reaction of the stage under consideration was also calculated, as well as the cumulative yield of the recycling stages, CY (number of moles of L-aspartic acid obtained up to the stage under consideration to number of moles of ammonium aspartate charged up to the stage under consideration). Reactants: O=C(O)c1cnc(Br)c(-c2ccc(Cl)cc2)n1, NC1CCCCC1O. Product: O=C(NC1CCCCC1O)c1cnc(Br)c(-c2ccc(Cl)cc2)n1. Reaction SMILES: [Br:1][c:2]1[n:3][cH:4][c:5]([C:15](=[O:16])[OH:17])[n:6][c:7]1-[c:8]1[cH:9][cH:10][c:11]([Cl:14])[cH:12][cH:13]1.[NH2:18][CH:19]1[CH:20]([OH:25])[CH2:21][CH2:22][CH2:23][CH2:24]1>>[Br:1][c:2]1[n:3][cH:4][c:5]([C:15](=[O:17])[NH:18][CH:19]2[CH:20]([OH:25])[CH2:21][CH2:22][CH2:23][CH2:24]2)[n:6][c:7]1-[c:8]1[cH:9][cH:10][c:11]([Cl:14])[cH:12][cH:13]1.